From a dataset of the Open Reaction Database (ORD), a public repository of structured organic reaction records. describe an organic reaction: reactants, conditions, products, and yield Reactants: ClC1=C(C(=CC=C1)C)NC1=C(C=CC=C1)CC(=O)NO ([o-(3-chloro-o-toluidino)-phenyl]-acetohydroxamic acid), ether petroleum ether, [N+](=O)([O-])C1=CC=C(C=C1)OC(CC1=C(C=CC=C1)NC=1C(=CC=CC1Cl)C)=O ([o-(3-chloro-o-toluidino)-phenyl]-acetic acid-p-nitrophenyl ester). Product: ClC1=C(NC2=C(C=CC=C2)CC(=O)NO)C(=CC=C1)Cl ([o-(2,6-dichloroanilino)-phenyl]-acetohydroxamic acid). As a reaction SMILES: [Cl:1][C:2]1[CH:7]=[CH:6][CH:5]=[C:4](C)[C:3]=1[NH:9][C:10]1[CH:15]=[CH:14][CH:13]=[CH:12][C:11]=1[CH2:16][C:17]([NH:19][OH:20])=[O:18].[N+](C1C=CC(OC(=O)CC2C=CC=CC=2NC2C(C)=CC=CC=2[Cl:46])=CC=1)([O-])=O>>[Cl:46][C:4]1[CH:5]=[CH:6][CH:7]=[C:2]([Cl:1])[C:3]=1[NH:9][C:10]1[CH:15]=[CH:14][CH:13]=[CH:12][C:11]=1[CH2:16][C:17]([NH:19][OH:20])=[O:18]. Reported procedure: [o-(3-chloro-o-toluidino)-phenyl]-acetohydroxamic acid, M.P. 135°-136° (from ether/petroleum ether), starting with [o-(3-chloro-o-toluidino)-phenyl]-acetic acid-p-nitrophenyl ester. The reactants are CCOC(=O)Cc1cc2ccccc2n1C, [Na+], [OH-]. Product: Cn1c(CC(=O)O)cc2ccccc21. RXN SMILES: [CH3:1][n:2]1[c:3]([CH2:11][C:12](=[O:13])[O:14][CH2:15][CH3:16])[cH:4][c:5]2[cH:6][cH:7][cH:8][cH:9][c:10]12.[Na+:18].[OH-:17]>>[CH3:1][n:2]1[c:3]([CH2:11][C:12](=[O:13])[OH:14])[cH:4][c:5]2[cH:6][cH:7][cH:8][cH:9][c:10]12. The reactants are CN(C)C(=O)Oc1cccc(C(C)(C)C)c1 (substrate), Cn2cnc1ccccc12 (effective_coupling_partner). Reagents/catalysts: dcype. Run at temperature 110 celsius, time 12 hour. Yields the product Cn3c(c1cccc(C(C)(C)C)c1)nc2ccccc23. Starting materials: CCOCc1ccc(N)nc1C, Cc1c(Cl)cccc1S(=O)(=O)Cl. Product: CCOCc1ccc(NS(=O)(=O)c2cccc(Cl)c2C)nc1C. As a reaction SMILES: [CH2:1]([CH3:2])[O:3][CH2:4][c:5]1[cH:6][cH:7][c:8]([NH2:12])[n:9][c:10]1[CH3:11].[Cl:13][c:14]1[c:15]([CH3:24])[c:16]([S:20](=[O:21])(=[O:22])[Cl:23])[cH:17][cH:18][cH:19]1>>[CH2:1]([CH3:2])[O:3][CH2:4][c:5]1[cH:6][cH:7][c:8]([NH:12][S:20]([c:16]2[c:15]([CH3:24])[c:14]([Cl:13])[cH:19][cH:18][cH:17]2)(=[O:21])=[O:22])[n:9][c:10]1[CH3:11]. The reactants are CCOCC (ether), [OH-].[Na+] (Sodium hydroxide), Cl (hydrochloric acid), ClP1(OCC(C(O1)C1=CC=CC2=CC=CC=C12)(C)C)=O (2-chloro-5,5-dimethyl-4-(1-naphthyl)-1,3,2-dioxaphosphorinane 2-oxide). Run in O (water). Reaction conditions: temperature 100 celsius, time 35 minute. Yields the product OP1(OCC(C(O1)C1=CC=CC2=CC=CC=C12)(C)C)=O (2-Hydroxy-5,5-dimethyl-4-(1-naphthyl)-1,3,2-dioxaphosphorinane 2-oxide). Isolated yield 57.6%. Reaction SMILES: [OH-].[Na+].Cl[P:4]1(=[O:22])[O:9][CH:8]([C:10]2[C:19]3[C:14](=[CH:15][CH:16]=[CH:17][CH:18]=3)[CH:13]=[CH:12][CH:11]=2)[C:7]([CH3:21])([CH3:20])[CH2:6][O:5]1.Cl.CC[O:26]CC>O>[OH:26][P:4]1(=[O:22])[O:9][CH:8]([C:10]2[C:19]3[C:14](=[CH:15][CH:16]=[CH:17][CH:18]=3)[CH:13]=[CH:12][CH:11]=2)[C:7]([CH3:21])([CH3:20])[CH2:6][O:5]1 |f:0.1|. Procedure: Sodium hydroxide (29.4 g, 0.735 mol) was dissolved in water (300 ml). To the solution was added 2-chloro-5,5-dimethyl-4-(1-naphthyl)-1,3,2-dioxaphosphorinane 2-oxide (76.1 g, 0.245 mol) little by little, with stirring and heating at 100° C. The addition was completed for 35 min, and the solution was further stirred for 20 min. The reaction solution was cooled to 55° C., which resulted in precipitation of a large amount of crystals. Under stirring, concentrated hydrochloric acid (73 ml) was added...